Dataset: the Open Reaction Database (ORD), a public repository of structured organic reaction records. Task: describe an organic reaction: reactants, conditions, products, and yield Starting materials: OC1=C(C=CC=C1)C1=CC=CC=C1 (2-hydroxybiphenyl), P(=O)(Cl)(Cl)Cl (phosphorus oxychloride). The reagents and catalysts are [Cl-].[Mg+2].[Cl-] (magnesium chloride). Conditions: temperature 105 celsius. Yields the product C1(=C(C=CC=C1)OP(=O)(Cl)Cl)C1=CC=CC=C1 (2-biphenylylphosphorodichloridate). Yield: 101.3%. RXN SMILES: [OH:1][C:2]1[CH:7]=[CH:6][CH:5]=[CH:4][C:3]=1[C:8]1[CH:13]=[CH:12][CH:11]=[CH:10][CH:9]=1.[P:14](Cl)([Cl:17])([Cl:16])=[O:15]>[Cl-].[Mg+2].[Cl-]>[C:3]1([C:8]2[CH:9]=[CH:10][CH:11]=[CH:12][CH:13]=2)[CH:4]=[CH:5][CH:6]=[CH:7][C:2]=1[O:1][P:14]([Cl:17])([Cl:16])=[O:15] |f:2.3.4|. Procedure details: A four-necked 1-liter flask, equipped with a stirrer, a thermometer, and a reflux condenser, was filled with 170.2 g (1 mol) of 2-hydroxybiphenyl, 337.3 g (2.2 mol) of phosphorus oxychloride and 0.95 g (0.01 mol) of anhydrous magnesium chloride. This mixed liquid was heated to the temperature of 105° C. over three hours while being stirred under a nitrogen atmosphere, and it was stirred for 1 hour at the same temperature (105° C.) to allow a reaction to proceed. After the reaction, the pressure ... Starting materials: CC1(OCCO1)C1=CC=C(O1)CN1N=C(C=C1)N (1-[5-(2-methyl-[1,3]dioxolan-2-yl)-furan-2-ylmethyl]-1H-pyrazol-3-ylamine), FC(OC1=CC=C(C=C1)C1=C(N=CO1)C(=O)O)(F)F (5-(4-trifluoromethoxy-phenyl)-oxazole-4-carboxylic acid), 01b. The product is C(C)(=O)C1=CC=C(O1)CN1N=C(C=C1)NC(=O)C=1N=COC1C1=CC=C(C=C1)OC(F)(F)F (5-(4-Trifluoromethoxy-phenyl)-oxazole-4-carboxylic acid [1-(5-acetyl-furan-2-ylmethyl)-1H-pyrazol-3-yl]-amide). As a reaction SMILES: [CH3:1][C:2]1([C:7]2[O:11][C:10]([CH2:12][N:13]3[CH:17]=[CH:16][C:15]([NH2:18])=[N:14]3)=[CH:9][CH:8]=2)[O:6]CCO1.[F:19][C:20]([F:37])([F:36])[O:21][C:22]1[CH:27]=[CH:26][C:25]([C:28]2[O:32][CH:31]=[N:30][C:29]=2[C:33](O)=[O:34])=[CH:24][CH:23]=1>>[C:2]([C:7]1[O:11][C:10]([CH2:12][N:13]2[CH:17]=[CH:16][C:15]([NH:18][C:33]([C:29]3[N:30]=[CH:31][O:32][C:28]=3[C:25]3[CH:24]=[CH:23][C:22]([O:21][C:20]([F:36])([F:19])[F:37])=[CH:27][CH:26]=3)=[O:34])=[N:14]2)=[CH:9][CH:8]=1)(=[O:6])[CH3:1]. Procedure details: Following general procedure B followed by T, starting from 1-[5-(2-methyl-[1,3]dioxolan-2-yl)-furan-2-ylmethyl]-1H-pyrazol-3-ylamine and 5-(4-trifluoromethoxy-phenyl)-oxazole-4-carboxylic acid. LC-MS-conditions 01b: tR=1.04 min; [M+H]+=461.10. Starting materials: CCOC(=O)C1CCCN(CC(O)c2ccc(C#N)cc2)C1, CCN(C(C)C)C(C)C, ClCCl, CC(C)(C)[Si](C)(C)OS(=O)(=O)C(F)(F)F. Product: CCOC(=O)C1CCCN(CC(O[Si](C)(C)C(C)(C)C)c2ccc(C#N)cc2)C1. As a reaction SMILES: [C:1](#[N:2])[c:3]1[cH:4][cH:5][c:6]([CH:9]([CH2:10][N:11]2[CH2:12][CH:13]([C:17](=[O:18])[O:19][CH2:20][CH3:21])[CH2:14][CH2:15][CH2:16]2)[OH:22])[cH:7][cH:8]1.[CH:23]([N:24]([CH2:25][CH3:26])[CH:27]([CH3:28])[CH3:29])([CH3:30])[CH3:31].[Cl:47][CH2:48][Cl:49].[F:32][C:33]([F:34])([F:35])[S:36]([O:37][Si:38]([CH3:39])([CH3:40])[C:41]([CH3:42])([CH3:43])[CH3:44])(=[O:45])=[O:46]>>[C:1](#[N:2])[c:3]1[cH:4][cH:5][c:6]([CH:9]([CH2:10][N:11]2[CH2:12][CH:13]([C:17](=[O:18])[O:19][CH2:20][CH3:21])[CH2:14][CH2:15][CH2:16]2)[O:22][Si:38]([CH3:39])([CH3:40])[C:41]([CH3:42])([CH3:43])[CH3:44])[cH:7][cH:8]1. Starting materials: O1CCC2=C1C=CC(=C2)C[C@H](C)N(CC)CC2CCN(CC2)S(=O)(=O)C ((S)-N-[2-(2,3,-Dihydrobenzofuran-5-yl)-1-methylethyl]-N-ethyl-(1-methanesulfonylpiperidin-4-ylmethyl)amine), Cl (hydrogen chloride). Solvent: CO (methanol), C(C)OCC (ethyl ether). Conditions: time 15 hour. Product: Cl.O1CCC2=C1C=CC(=C2)C[C@H](C)N(CC)CC2CCN(CC2)S(=O)(=O)C ((S)-N-[2-(2,3,-dihydrobenzofuran-5-yl)-1-methylethyl]-N-ethyl-(1-methanesulfonylpiperidin-4-ylmethyl)amine hydrochloride). Yield: 99.0%. Reaction SMILES: [O:1]1[C:5]2[CH:6]=[CH:7][C:8]([CH2:10][C@@H:11]([N:13]([CH2:16][CH:17]3[CH2:22][CH2:21][N:20]([S:23]([CH3:26])(=[O:25])=[O:24])[CH2:19][CH2:18]3)[CH2:14][CH3:15])[CH3:12])=[CH:9][C:4]=2[CH2:3][CH2:2]1.[ClH:27]>CO.C(OCC)C>[ClH:27].[O:1]1[C:5]2[CH:6]=[CH:7][C:8]([CH2:10][C@@H:11]([N:13]([CH2:16][CH:17]3[CH2:22][CH2:21][N:20]([S:23]([CH3:26])(=[O:24])=[O:25])[CH2:19][CH2:18]3)[CH2:14][CH3:15])[CH3:12])=[CH:9][C:4]=2[CH2:3][CH2:2]1 |f:4.5|. Procedure details: (S)-N-[2-(2,3,-Dihydrobenzofuran-5-yl)-1-methylethyl]-N-ethyl-(1-methanesulfonylpiperidin-4-ylmethyl)amine (0.913 grams, 2.4 mmole) was dissolved in warm methanol (20 ml). To this solution was added 1.0M hydrogen chloride (2.5 ml) in ethyl ether. The solvent was removed under reduced pressure. The residue was dissolved in warm 2-butanone (3.0 ml). After 15 hours at 22° C., the crystals were collected and dried in vacuo to give (S)-N-[2-(2,3,-dihydrobenzofuran-5-yl)-1-methylethyl]-N-ethyl-(1-meth... Starting materials: CCN(CC)CCNS(=O)(=O)c1ccc(Nc2ncc(Br)n3ccnc23)cc1, CC1(C)OB(c2cn[nH]c2)OC1(C)C, CC(C)(C)[O-], [Na+], CN(C)C=O, O, c1ccc(P(c2ccccc2)(c2ccccc2)[Pd](P(c2ccccc2)(c2ccccc2)c2ccccc2)(P(c2ccccc2)(c2ccccc2)c2ccccc2)P(c2ccccc2)(c2ccccc2)c2ccccc2)cc1. The product is CCN(CC)CCNS(=O)(=O)c1ccc(Nc2ncc(-c3cn[nH]c3)n3ccnc23)cc1. As a reaction SMILES: [Br:1][c:2]1[cH:3][n:4][c:5]([NH:11][c:12]2[cH:13][cH:14][c:15]([S:18](=[O:19])(=[O:20])[NH:21][CH2:22][CH2:23][N:24]([CH2:25][CH3:26])[CH2:27][CH3:28])[cH:16][cH:17]2)[c:6]2[n:7]1[cH:8][cH:9][n:10]2.[CH3:29][C:30]1([CH3:31])[C:32]([CH3:33])([CH3:34])[O:35][B:36]([c:37]2[cH:38][n:39][nH:40][cH:41]2)[O:42]1.[CH3:43][C:44]([CH3:45])([O-:46])[CH3:47].[Na+:48].[O:49]=[CH:50][N:51]([CH3:52])[CH3:53].[OH2:54].[cH:55]1[cH:56][cH:57][c:58]([P:59]([Pd:60]([P:61]([c:62]2[cH:63][cH:64][cH:65][cH:66][cH:67]2)([c:68]2[cH:69][cH:70][cH:71][cH:72][cH:73]2)[c:74]2[cH:75][cH:76][cH:77][cH:78][cH:79]2)([P:80]([c:81]2[cH:82][cH:83][cH:84][cH:85][cH:86]2)([c:87]2[cH:88][cH:89][cH:90][cH:91][cH:92]2)[c:93]2[cH:94][cH:95][cH:96][cH:97][cH:98]2)[P:99]([c:100]2[cH:101][cH:102][cH:103][cH:104][cH:105]2)([c:106]2[cH:107][cH:108][cH:109][cH:110][cH:111]2)[c:112]2[cH:113][cH:114][cH:115][cH:116][cH:117]2)([c:118]2[cH:119][cH:120][cH:121][cH:122][cH:123]2)[c:124]2[cH:125][cH:126][cH:127][cH:128][cH:129]2)[cH:130][cH:131]1>>[c:2]1(-[c:37]2[cH:38][n:39][nH:40][cH:41]2)[cH:3][n:4][c:5]([NH:11][c:12]2[cH:13][cH:14][c:15]([S:18](=[O:19])(=[O:20])[NH:21][CH2:22][CH2:23][N:24]([CH2:25][CH3:26])[CH2:27][CH3:28])[cH:16][cH:17]2)[c:6]2[n:7]1[cH:8][cH:9][n:10]2. The reactants are [C@@H]1([C@H](O)[C@@H](O)[C@H](O)[C@H](O1)CO)OC1=C(C(=CC=C1)O)C(CCC1=CC=C2CCC(C2=C1)OC1OCCCC1)=O (2'-(β-D-Glucopyranosyloxy)-6'-hydroxy-3-(1-tetrahydropyranyloxyindan-6-yl)propiophenone), C(C)(=O)OC(C)=O (acetic anhydride). Solvent: N1=CC=CC=C1 (pyridine). Run at time 8 hour. Yields the product C(C)(=O)O[C@H]1[C@@H](O[C@@H]([C@H]([C@@H]1OC(C)=O)OC(C)=O)COC(C)=O)OC1=C(C(=CC=C1)OC(C)=O)C(CCC1=CC=C2CCC(C2=C1)OC1OCCCC1)=O (2'-(2,3,4,6-tetra-O-acetyl-β-D-glucopyranosyloxy)-6'-acetoxy-3-(1-tetrahydropyranyloxyindan-6-yl)propiophenone). Isolated yield 178.9%. As a reaction SMILES: [C@@H:1]1([O:12][C:13]2[CH:18]=[CH:17][CH:16]=[C:15]([OH:19])[C:14]=2[C:20](=[O:39])[CH2:21][CH2:22][C:23]2[CH:31]=[C:30]3[C:26]([CH2:27][CH2:28][CH:29]3[O:32][CH:33]3[CH2:38][CH2:37][CH2:36][CH2:35][O:34]3)=[CH:25][CH:24]=2)[O:9][C@H:8]([CH2:10][OH:11])[C@@H:6]([OH:7])[C@H:4]([OH:5])[C@H:2]1[OH:3].C(O[C:44](=[O:46])[CH3:45])(=O)C>N1C=CC=CC=1>[C:8]([O:3][C@@H:2]1[C@@H:4]([O:5][C:13](=[O:12])[CH3:14])[C@H:6]([O:7][C:4](=[O:5])[CH3:6])[C@@H:8]([CH2:10][O:11][C:2](=[O:3])[CH3:1])[O:9][C@H:1]1[O:12][C:13]1[CH:18]=[CH:17][CH:16]=[C:15]([O:19][C:44](=[O:46])[CH3:45])[C:14]=1[C:20](=[O:39])[CH2:21][CH2:22][C:23]1[CH:31]=[C:30]2[C:26]([CH2:27][CH2:28][CH:29]2[O:32][CH:33]2[CH2:38][CH2:37][CH2:36][CH2:35][O:34]2)=[CH:25][CH:24]=1)(=[O:9])[CH3:10]. Procedure details: 2'-(β-D-Glucopyranosyloxy)-6'-hydroxy-3-(1-tetrahydropyranyloxyindan-6-yl)propiophenone (1160 mg) is dissolved in pyridine (10 ml), and thereto is added acetic anhydride (1.63 g), and the mixture is stirred at room temperature overnight. The mixture is evaporated to remove the pyridine, and the residue is dissolved in ethyl acetate, washed with water, dried, and evaporated to remove the solvent to give 2'-(2,3,4,6-tetra-O-acetyl-β-D-glucopyranosyloxy)-6'-acetoxy-3-(1-tetrahydropyranyloxyindan-6-...